This data is from the Open Reaction Database (ORD), a public repository of structured organic reaction records. The task is: describe an organic reaction: reactants, conditions, products, and yield Starting materials: C(#N)C(CN1N=C2C(=N1)C(=CC(=C2Cl)Cl)Cl)(C)NC(C2=CC=C(C=C2)OC(F)(F)F)=O (N-[1-Cyano-1-methyl-2-(4,5,7-trichloro-2H-benzotriazol-2-yl)-ethyl]-4-trifluoromethoxybenzamide), C(#N)C(CN1N=C2C(=N1)C(=CC(=C2Cl)Cl)Cl)(C)NC(C2=CC=C(C=C2)OC(F)(F)F)=O (N-[1-Cyano-1-methyl-2-(4,5,7-trichloro-2H-benzotriazol-2-yl)-ethyl]-4-trifluoromethoxybenzamide), ammonium sulfide. Run in CO (methanol). The product is CC(CN1N=C2C(=N1)C(=CC(=C2Cl)Cl)Cl)(C(N)=S)NC(C2=CC=C(C=C2)OC(F)(F)F)=O (N-[1-Methyl-1-thiocarbamoyl-2-(4,5,7-trichloro-2H-benzotriazol-2-yl)-ethyl]-4-trifluoromethoxybenzamide). Isolated yield 47.0%. Reaction SMILES: [C:1]([C:3]([NH:18][C:19](=[O:31])[C:20]1[CH:25]=[CH:24][C:23]([O:26][C:27]([F:30])([F:29])[F:28])=[CH:22][CH:21]=1)([CH3:17])[CH2:4][N:5]1[N:9]=[C:8]2[C:10]([Cl:16])=[CH:11][C:12]([Cl:15])=[C:13]([Cl:14])[C:7]2=[N:6]1)#[N:2].[NH4+]=[S:33]>CO>[CH3:17][C:3]([NH:18][C:19](=[O:31])[C:20]1[CH:25]=[CH:24][C:23]([O:26][C:27]([F:28])([F:30])[F:29])=[CH:22][CH:21]=1)([C:1](=[S:33])[NH2:2])[CH2:4][N:5]1[N:9]=[C:8]2[C:10]([Cl:16])=[CH:11][C:12]([Cl:15])=[C:13]([Cl:14])[C:7]2=[N:6]1. Procedure: A solution of N-[1-Cyano-1-methyl-2-(4,5,7-trichloro-2H-benzotriazol-2-yl)-ethyl]-4-trifluoromethoxybenzamide (60 mg, 0.12 mmole, described in U.S. Provisional Application SN: 60/930,485 as compound 1.064) and ammonium sulfide (0.04 mL, 40-48 wt. % in water from Sigma-Aldrich) in methanol (4 mL) was irradiated for 20 minute in a self-tunable CEM microwave Discover synthesizer at 80° C. (initial power 100 Watts) and then cooled using a flow of compressed air, evaporated in vacuo and partitioned b...